From a dataset of the Open Reaction Database (ORD), a public repository of structured organic reaction records. describe an organic reaction: reactants, conditions, products, and yield Reactants: Cl (HCl), resultant mixture, C(C)(C)(C)OC(=O)N1C2CN(C(CC1CC2)=O)C=2C=NC(=CC2)NC=2N=CC1=C(N2)N(C(=C1)C(N(C)C)=O)C1CCCC1 (3-[6-(7-Cyclopentyl-6-dimethylcarbamoyl-7H-pyrrolo[2,3-d]pyrimidin-2-ylamino)-pyridin-3-yl]-4-oxo-3,9-diaza-bicyclo[4.2.1]nonane-9-carboxylic acid tert-butyl ester), C(C)(=O)OCC (ethyl acetate). The solvent is O1CCOCC1 (dioxane). Yields the product CN(C(=O)C1=CC2=C(N=C(N=C2)NC2=NC=C(C=C2)N2CC3CCC(CC2=O)N3)N1C1CCCC1)C (7-Cyclopentyl-2-[5-(4-oxo-3,9-diaza-bicyclo[4.2.1]non-3-yl)-pyridin-2-ylamino]-7H-pyrrolo[2,3-d]pyrimidine-6-carboxylic acid dimethylamide), di-hydrochloride. Yield: 45.0%. RXN SMILES: C(OC([N:8]1[CH:14]2[CH2:15][CH2:16][CH:9]1[CH2:10][N:11]([C:18]1[CH:19]=[N:20][C:21]([NH:24][C:25]3[N:26]=[CH:27][C:28]4[CH:33]=[C:32]([C:34](=[O:38])[N:35]([CH3:37])[CH3:36])[N:31]([CH:39]5[CH2:43][CH2:42][CH2:41][CH2:40]5)[C:29]=4[N:30]=3)=[CH:22][CH:23]=1)[C:12](=[O:17])[CH2:13]2)=O)(C)(C)C.C(OCC)(=O)C.Cl>O1CCOCC1>[CH3:36][N:35]([CH3:37])[C:34]([C:32]1[N:31]([CH:39]2[CH2:43][CH2:42][CH2:41][CH2:40]2)[C:29]2[N:30]=[C:25]([NH:24][C:21]3[CH:22]=[CH:23][C:18]([N:11]4[C:12](=[O:17])[CH2:13][CH:14]5[NH:8][CH:9]([CH2:16][CH2:15]5)[CH2:10]4)=[CH:19][N:20]=3)[N:26]=[CH:27][C:28]=2[CH:33]=1)=[O:38]. Procedure details: To 0.55 grams (0.96 mmoles) of 3-[6-(7-Cyclopentyl-6-dimethylcarbamoyl-7H-pyrrolo[2,3-d]pyrimidin-2-ylamino)-pyridin-3-yl]-4-oxo-3,9-diaza-bicyclo[4.2.1]nonane-9-carboxylic acid tert-butyl ester was added 15 ml of ethyl acetate. The mixture was stirred at room temperature under N2 and cooled to ice bath temperature. To this mixture was added 5 mls 4N HCl in dioxane. The resultant mixture was allowed to stir until all starting material was consumed. The resultant mixture was stirred until all sta... Reactants: CN1CCCN(OC(C)(C)C)C(=O)C1CN(c1ccc(Oc2ccc(C(F)(F)F)cc2)cc1)S(C)(=O)=O, CCCCCC, CCOCC, O, O=C(O)C(F)(F)F. Product: CN1CCCN(O)C(=O)C1CN(c1ccc(Oc2ccc(C(F)(F)F)cc2)cc1)S(C)(=O)=O. Reaction SMILES: [C:1]([CH3:2])([CH3:3])([CH3:4])[O:5][N:6]1[C:7](=[O:37])[CH:8]([CH2:14][N:15]([c:16]2[cH:17][cH:18][c:19]([O:22][c:23]3[cH:24][cH:25][c:26]([C:29]([F:30])([F:31])[F:32])[cH:27][cH:28]3)[cH:20][cH:21]2)[S:33](=[O:34])(=[O:35])[CH3:36])[N:9]([CH3:13])[CH2:10][CH2:11][CH2:12]1.[CH3:46][CH2:47][CH2:48][CH2:49][CH2:50][CH3:51].[CH3:52][CH2:53][O:54][CH2:55][CH3:56].[OH2:45].[OH:38][C:39]([C:40]([F:41])([F:42])[F:43])=[O:44]>>[OH:5][N:6]1[C:7](=[O:37])[CH:8]([CH2:14][N:15]([c:16]2[cH:17][cH:18][c:19]([O:22][c:23]3[cH:24][cH:25][c:26]([C:29]([F:30])([F:31])[F:32])[cH:27][cH:28]3)[cH:20][cH:21]2)[S:33](=[O:34])(=[O:35])[CH3:36])[N:9]([CH3:13])[CH2:10][CH2:11][CH2:12]1. Reactants: BrCc1ccccn1, Br, COC(=O)c1[nH]c2cc(OC)ccc2c1C=O, CCOCC, [K+], [K+], [Na+], O=C([O-])[O-], CN(C)C=O, [OH-]. As a reaction SMILES: [Br:1][CH2:2][c:3]1[n:4][cH:5][cH:6][cH:7][cH:8]1.[BrH:9].[CH3:12][O:13][C:14](=[O:15])[c:16]1[nH:17][c:18]2[cH:19][c:20]([O:27][CH3:28])[cH:21][cH:22][c:23]2[c:24]1[CH:25]=[O:26].[CH3:35][CH2:36][O:37][CH2:38][CH3:39].[K+:29].[K+:30].[Na+:11].[O-:31][C:32]([O-:33])=[O:34].[O:40]=[CH:41][N:42]([CH3:43])[CH3:44].[OH-:10]>>[CH2:2]([c:3]1[n:4][cH:5][cH:6][cH:7][cH:8]1)[n:17]1[c:16]([C:14]([O:13][CH3:12])=[O:15])[c:24]([CH:25]=[O:26])[c:23]2[c:18]1[cH:19][c:20]([O:27][CH3:28])[cH:21][cH:22]2. Product: COC(=O)c1c(C=O)c2ccc(OC)cc2n1Cc1ccccn1. The reactants are [Li]CCCC, CSc1ccc(S(=O)(=O)Cl)cc1, CCCCCC, O=C1CCCN1, C1CCOC1. The product is CSc1ccc(S(=O)(=O)N2CCCC2=O)cc1. RXN SMILES: [CH2:1]([Li:2])[CH2:3][CH2:4][CH3:5].[CH3:12][S:13][c:14]1[cH:15][cH:16][c:17]([S:20](=[O:21])(=[O:22])[Cl:23])[cH:18][cH:19]1.[CH3:24][CH2:25][CH2:26][CH2:27][CH2:28][CH3:29].[NH:6]1[C:7](=[O:11])[CH2:8][CH2:9][CH2:10]1.[O:30]1[CH2:31][CH2:32][CH2:33][CH2:34]1>>[N:6]1([S:20]([c:17]2[cH:16][cH:15][c:14]([S:13][CH3:12])[cH:19][cH:18]2)(=[O:21])=[O:22])[C:7](=[O:11])[CH2:8][CH2:9][CH2:10]1. Reactants: Trimethylphosphonoacrylate, COC(C)(C)C (methyl-t-butyl ether), [N+](=[N-])=CC(=O)OCC (ethyl diazoacetate), trimethylphosphonoacrylate, C(C)OC(C=[N+]=[N-])=O (ethyldiazoacetate). Conditions: time 8 hour. The product is N1N=CC=C1C(=O)O.N1NC=CC1 (pyrazoline 1H-Pyrazole-5-carboxylic-acid), methyl ester. As a reaction SMILES: C([O:3][C:4](=[O:8])[CH:5]=[N+:6]=[N-:7])C.[CH3:9]O[C:11](C)(C)[CH3:12]>>[NH:6]1[C:5]([C:4]([OH:3])=[O:8])=[CH:12][CH:11]=[N:7]1.[NH:7]1[CH2:9][CH:4]=[CH:5][NH:6]1 |f:2.3|. Procedure details: The reaction of trimethylphosphonoacrylate and ethyldiazoacetate was carried out as follows. Trimethylphosphonoacrylate (1.0 g, 5.15 mmol) was dissolved in methyl-t-butyl ether followed by ethyl diazoacetate (0.60 g, 5.26 mmol). After stirring overnight, the reaction was filtered and the resultant solid (880 mg, 55%) recrystallized from acetone-hexane to afford off-white granules of the pyrazoline 1H-Pyrazole-5-carboxylic-acid, 3-carboethoxy-5(dimethoxyphosphinyl)-4,5-dihydro, methyl ester (699 ...